From a dataset of the Open Reaction Database (ORD), a public repository of structured organic reaction records. describe an organic reaction: reactants, conditions, products, and yield Reactants: CCCN(CCCCN1CCCN(C(=O)OC(C)(C)C)CC1=O)C1CCc2ccc(OC)cc2C1, ClCCl, CCOCC, O=C(O)C(F)(F)F. The product is CCCN(CCCCN1CCCNCC1=O)C1CCc2ccc(OC)cc2C1. As a reaction SMILES: [C:1]([O:2][C:3](=[O:4])[N:8]1[CH2:9][C:10](=[O:35])[N:11]([CH2:15][CH2:16][CH2:17][CH2:18][N:19]([CH2:20][CH2:21][CH3:22])[CH:23]2[CH2:24][c:25]3[cH:26][c:27]([O:33][CH3:34])[cH:28][cH:29][c:30]3[CH2:31][CH2:32]2)[CH2:12][CH2:13][CH2:14]1)([CH3:5])([CH3:6])[CH3:7].[CH2:43]([Cl:44])[Cl:45].[CH3:46][CH2:47][O:48][CH2:49][CH3:50].[OH:36][C:37]([C:38]([F:39])([F:40])[F:41])=[O:42]>>[NH:8]1[CH2:9][C:10](=[O:35])[N:11]([CH2:15][CH2:16][CH2:17][CH2:18][N:19]([CH2:20][CH2:21][CH3:22])[CH:23]2[CH2:24][c:25]3[cH:26][c:27]([O:33][CH3:34])[cH:28][cH:29][c:30]3[CH2:31][CH2:32]2)[CH2:12][CH2:13][CH2:14]1.